From a dataset of the Open Reaction Database (ORD), a public repository of structured organic reaction records. describe an organic reaction: reactants, conditions, products, and yield Reactants: C(C)OC(CCCC(C(C)=O)C(C)=O)=O (5-acetyl-6-oxo-heptanoic acid ethyl ester), C([O-])([O-])=O.[K+].[K+] (potassium carbonate), IC (iodo-methane). Run in petroleum ether, CC(=O)C (acetone). Yields the product C(C)OC(CCCC(C(C)=O)(C)C(C)=O)=O (5-acetyl-5-methyl-6-oxo-heptanoic acid ethyl ester). Yield: 87.2%. RXN SMILES: [CH2:1]([O:3][C:4](=[O:15])[CH2:5][CH2:6][CH2:7][CH:8]([C:12](=[O:14])[CH3:13])[C:9](=[O:11])[CH3:10])[CH3:2].[C:16](=O)([O-])[O-].[K+].[K+].IC>CC(C)=O>[CH2:1]([O:3][C:4](=[O:15])[CH2:5][CH2:6][CH2:7][C:8]([C:9](=[O:11])[CH3:10])([CH3:16])[C:12](=[O:14])[CH3:13])[CH3:2] |f:1.2.3|. Procedure details: 5.5 g of 5-acetyl-6-oxo-heptanoic acid ethyl ester, 5.7 g of potassium carbonate, 15 g of iodo-methane, and 15 ml of acetone were refluxed for 18 hours. After cooling, petroleum ether was added, and the solid was filtered off and washed with acetone and petroleum ether. Fractional distillation and re-distillation yielded 5.11 g of 5-acetyl-5-methyl-6-oxo-heptanoic acid ethyl ester (boiling point: 151° C./20 mbar; purity: 82%; colorless). Reactants: [Na] (sodium), [Se]1CCC(CC1)=O (4-Selenanone), C=O (Paraformaldehyde), ( 150 ), C(CC1=CC=CC=C1)N (phenethylamine), C(C)(=O)O (acetic acid), [OH-].[Na+] (NaOH). Solvent: CO (methanol). Run at time 5 hour. Product: C(CC1=CC=CC=C1)N1CC2C[Se]CC(C1)C2=O (7-phenethyl-3 -selena-7-azabicyclo[3.3.1]nonan-9-one). The yield is 21.6%. RXN SMILES: [Na].[CH2:2]([NH2:10])[CH2:3][C:4]1[CH:9]=[CH:8][CH:7]=[CH:6][CH:5]=1.[C:11]([OH:14])(=O)[CH3:12].[CH2:15]=O.[Se:17]1[CH2:22]C[C:20](=O)[CH2:19][CH2:18]1.[OH-].[Na+]>CO>[CH2:2]([N:10]1[CH2:20][CH:19]2[C:11](=[O:14])[CH:12]([CH2:22][Se:17][CH2:18]2)[CH2:15]1)[CH2:3][C:4]1[CH:9]=[CH:8][CH:7]=[CH:6][CH:5]=1 |f:5.6,^1:0|. Reported procedure: A sodium was made of phenethylamine (1.48 g, 12.3 mmol) and glacial acetic acid (0.85 g, 14.2 mmol) in methanol (60 mL). Paraformaldehyde (3.0 g, 100 mmol) was added and the resulting mixture was heated to reflux with magnetic stirring under an atmosphere of nitrogen. 4-Selenanone (2.00 g, 12.3 mmol) was added and boiling was continued for 5 hours resulting in an orange solution. Methanol was evaporated (aspirator) and the residual orange oil was mixed with water (200 mL). This aqueous mixture w... The reactants are solution, CNC (dimethylamine), C1CCOC1 (THF), NC=1C2=C(N=CN1)N(C=C2I)[C@H]2C[C@H](C2)COS(=O)(=O)C2=CC=C(C=C2)C (cis-toluene-4-sulfonic acid 3-(4-amino-5-iodopyrrolo[2,3-d]pyrimidin-7-yl)-cyclobutylmethyl ester). Product: CN(C)CC1CC(C1)N1C=C(C2=C1N=CN=C2N)I (7-(3-Dimethylamino methylcyclobutyl)-5-iodo-7H-pyrrolo[2,3-d]pyrimidin-4-ylamine). Reaction SMILES: [NH2:1][C:2]1[C:3]2[C:10]([I:11])=[CH:9][N:8]([C@@H:12]3[CH2:15][C@H:14]([CH2:16]OS(C4C=CC(C)=CC=4)(=O)=O)[CH2:13]3)[C:4]=2[N:5]=[CH:6][N:7]=1.[CH3:28][NH:29][CH3:30].C1COCC1>>[CH3:28][N:29]([CH2:16][CH:14]1[CH2:13][CH:12]([N:8]2[C:4]3[N:5]=[CH:6][N:7]=[C:2]([NH2:1])[C:3]=3[C:10]([I:11])=[CH:9]2)[CH2:15]1)[CH3:30]. Procedure: A mixture of cis-toluene-4-sulfonic acid 3-(4-amino-5-iodopyrrolo[2,3-d]pyrimidin-7-yl)-cyclobutylmethyl ester (1.50 g, 3.01 mmol) and a 2M solution of dimethylamine in THF (30 mL, 60 mmol) was heated to 55° C. for 23 h in a glass pressure tube. The solvent was evaporated, water was added, the mixture was extracted with CH2Cl2 (4×40 mL), and the extracts were washed with brine and dried over MgSO4. The crude material was chromatographed on silica gel [Jones Flashmaster, 10 g/70 mL cartridge, elu... Procedure details: 11.5 g of 2-benzyl-4-nitroisoindoline was dissolved in 150 ml of methanol and to the solution was added 1.5 g of 10% palladium on carbon. The mixture was stirred under a hydrogen gas stream under atmospheric pressure for one day at room temperature and for another 5 days at 40° C.. The catalyst was removed by filtration and the filtrate was concentrated. The residue was purified by a vacuum distillation (bath temperature: 150°-180° C., pressure: 0.1 mmHg) to obtain 3.74 g of 4-aminoisoindoline. Product: NC1=C2CNCC2=CC=C1 (4-aminoisoindoline). Reaction conditions: time 1 day. Starting materials: C(C1=CC=CC=C1)N1CC2=CC=CC(=C2C1)[N+](=O)[O-] (2-benzyl-4-nitroisoindoline). As a reaction SMILES: C([N:8]1[CH2:16][C:15]2[C:10](=[CH:11][CH:12]=[CH:13][C:14]=2[N+:17]([O-])=O)[CH2:9]1)C1C=CC=CC=1>CO.[Pd]>[NH2:17][C:14]1[CH:13]=[CH:12][CH:11]=[C:10]2[C:15]=1[CH2:16][NH:8][CH2:9]2. Reagents/catalysts: [Pd] (palladium on carbon). Isolated yield 61.6%. Run in CO (methanol). Reactants: O1COC2=C1C=CC(=C2)S(=O)(=O)N(C[C@H]([C@H](CC2=CC=C(C=C2)O)NC(O[C@H]2CO[C@H]1OCC[C@H]12)=O)O)CC(C)C ((3R,3aS,6aR)-hexahydrofuro[2,3-b]furan-3-yl (1S,2R)-3-[(1,3-benzodioxol-5-ylsulfonyl)(isobutyl)amino]-2-hydroxy-1-(4-hydroxybenzyl)propylcarbamate), C1(=CC=CC=C1)P(C1=CC=CC=C1)C1=CC=CC=C1 (triphenyl phosphine), [Si](C)(C)(C(C)(C)C)OCCCCO (4-{[tert-butyl(dimethyl)silyl]oxy}-1-butanol), N(=NC(=O)OC(C)C)C(=O)OC(C)C (diisopropyl azodicarboxylate). The solvent is ClCCl (dichloromethane), ClCCl (dichloromethane). Run at time 2 hour. Product: O1COC2=C1C=CC(=C2)S(=O)(=O)N(C[C@H]([C@H](CC2=CC=C(C=C2)OCCCCO[Si](C)(C)C(C)(C)C)NC(O[C@H]2CO[C@H]1OCC[C@H]12)=O)O)CC(C)C ((3R,3aS,6aR)-Hexahydrofuro[2,3-b]-furan-3-yl (1S,2R)-3-[(1,3-benzodioxol-5-ylsulfonyl)(isobutyl) amino]-1-[4-(4-{[tert-butyl(dimethyl) silyl]oxy}butoxy)benzyl]-2-hydroxypropylcarbamate), foam. Reaction SMILES: [O:1]1[C:5]2[CH:6]=[CH:7][C:8]([S:10]([N:13]([CH2:38][CH:39]([CH3:41])[CH3:40])[CH2:14][C@@H:15]([OH:37])[C@@H:16]([NH:25][C:26](=[O:36])[O:27][C@@H:28]3[C@H:35]4[C@H:31]([O:32][CH2:33][CH2:34]4)[O:30][CH2:29]3)[CH2:17][C:18]3[CH:23]=[CH:22][C:21]([OH:24])=[CH:20][CH:19]=3)(=[O:12])=[O:11])=[CH:9][C:4]=2[O:3][CH2:2]1.C1(P(C2C=CC=CC=2)C2C=CC=CC=2)C=CC=CC=1.[Si:61]([O:68][CH2:69][CH2:70][CH2:71][CH2:72]O)([C:64]([CH3:67])([CH3:66])[CH3:65])([CH3:63])[CH3:62].N(C(OC(C)C)=O)=NC(OC(C)C)=O>ClCCl>[O:1]1[C:5]2[CH:6]=[CH:7][C:8]([S:10]([N:13]([CH2:38][CH:39]([CH3:41])[CH3:40])[CH2:14][C@@H:15]([OH:37])[C@@H:16]([NH:25][C:26](=[O:36])[O:27][C@@H:28]3[C@H:35]4[C@H:31]([O:32][CH2:33][CH2:34]4)[O:30][CH2:29]3)[CH2:17][C:18]3[CH:23]=[CH:22][C:21]([O:24][CH2:72][CH2:71][CH2:70][CH2:69][O:68][Si:61]([C:64]([CH3:65])([CH3:67])[CH3:66])([CH3:62])[CH3:63])=[CH:20][CH:19]=3)(=[O:12])=[O:11])=[CH:9][C:4]=2[O:3][CH2:2]1. Procedure details: To a solution of (3R,3aS,6aR)-hexahydrofuro[2,3-b]furan-3-yl (1S,2R)-3-[(1,3-benzodioxol-5-ylsulfonyl)(isobutyl)amino]-2-hydroxy-1-(4-hydroxybenzyl)propylcarbamate (0.6 g, 1.01 mmol), triphenyl phosphine (0.4 g, 1.52 mmol), and 4-{[tert-butyl(dimethyl)silyl]oxy}-1-butanol (0.31 g, 1.52 mmol, J. Org. Chem. 1986, 51, 3388-3390) in anhydrous dichloromethane (9 mL) at 0° C. under nitrogen atmosphere was slowly added a solution of diisopropyl azodicarboxylate (0.29 mL, 0.3 g, 1.52 mmol) in anhydrous ...